describe an organic reaction: reactants, conditions, products, and yield From a dataset of the Open Reaction Database (ORD), a public repository of structured organic reaction records. Starting materials: C(=O)(O)CN1CCN(CCN(CCNCC1)CC(=O)O)CC(=O)O (1,4,7-triscarboxymethyl-1,4,7,10-tetraazacyclododecane), O1C(COC2=CC=C(C=C2)CCC(=O)OCC)C1 (2,3-epoxy-1-[4-(2-ethoxycarbonylethyl)-phenoxy]-propane), Cl (hydrochloric acid), [OH-].[K+] (potassium hydroxide). The solvent is O1CCOCC1 (dioxane), O (water). Conditions: time 12 hour. Product: OC(CN1CCN(CCN(CCN(CC1)CC(=O)O)CC(=O)O)CC(=O)O)COC1=CC=C(C=C1)CCC(=O)O (10-[2-Hydroxy-3-(4-(2-carboxyethyl)-phenoxy)-propyl]-1,4,7-tris(carboxymethyl)-1,4,7,10-tetraazacyclododecane). RXN SMILES: [C:1]([CH2:4][N:5]1[CH2:16][CH2:15][NH:14][CH2:13][CH2:12][N:11]([CH2:17][C:18]([OH:20])=[O:19])[CH2:10][CH2:9][N:8]([CH2:21][C:22]([OH:24])=[O:23])[CH2:7][CH2:6]1)([OH:3])=[O:2].[O:25]1[CH2:42][CH:26]1[CH2:27][O:28][C:29]1[CH:34]=[CH:33][C:32]([CH2:35][CH2:36][C:37]([O:39]CC)=[O:38])=[CH:31][CH:30]=1.[OH-].[K+].Cl>O1CCOCC1.O>[OH:25][CH:26]([CH2:27][O:28][C:29]1[CH:34]=[CH:33][C:32]([CH2:35][CH2:36][C:37]([OH:39])=[O:38])=[CH:31][CH:30]=1)[CH2:42][N:14]1[CH2:13][CH2:12][N:11]([CH2:17][C:18]([OH:20])=[O:19])[CH2:10][CH2:9][N:8]([CH2:21][C:22]([OH:24])=[O:23])[CH2:7][CH2:6][N:5]([CH2:4][C:1]([OH:3])=[O:2])[CH2:16][CH2:15]1 |f:2.3|. Reported procedure: 10 g (28.87 mmol) of 1,4,7-triscarboxymethyl-1,4,7,10-tetraazacyclododecane (=DO3A) and 12.99 g (51.96 mmol) of 2,3-epoxy-1-[4-(2-ethoxycarbonylethyl)-phenoxy]-propane are added in 80 ml of dioxane/60 ml of water and adjusted to pH 14 with 6N potassium hydroxide solution. It is stirred for 12 hours at room temperature. Then, it is refluxed for 2 hours. It is adjusted to pH 7 with 5N hydrochloric acid and evaporated to dryness in a vacuum. The residue is absorptively precipitated in 200 ml of eth... The reactants are O=C([O-])[O-], CCOCCn1c(NC2CCN(CCC3(c4ccccc4)CCN(C(=O)c4cc(OC)c(OS(C)(=O)=O)c(OC)c4)C3)CC2)nc2ccccc21, CO, [K+], [K+], [Na+], [OH-]. Yields the product CCOCCn1c(NC2CCN(CCC3(c4ccccc4)CCN(C(=O)c4cc(OC)c(O)c(OC)c4)C3)CC2)nc2ccccc21. As a reaction SMILES: [C:52](=[O:53])([O-:54])[O-:55].[CH3:1][O:2][c:3]1[cH:4][c:5]([C:6](=[O:7])[N:8]2[CH2:9][C:10]([c:13]3[cH:14][cH:15][cH:16][cH:17][cH:18]3)([CH2:19][CH2:20][N:21]3[CH2:22][CH2:23][CH:24]([NH:27][c:28]4[n:29][c:30]5[c:31]([n:32]4[CH2:33][CH2:34][O:35][CH2:36][CH3:37])[cH:38][cH:39][cH:40][cH:41]5)[CH2:25][CH2:26]3)[CH2:11][CH2:12]2)[cH:42][c:43]([O:50][CH3:51])[c:44]1[O:45][S:46]([CH3:47])(=[O:48])=[O:49].[CH3:60][OH:61].[K+:56].[K+:57].[Na+:59].[OH-:58]>>[CH3:1][O:2][c:3]1[cH:4][c:5]([C:6](=[O:7])[N:8]2[CH2:9][C:10]([c:13]3[cH:14][cH:15][cH:16][cH:17][cH:18]3)([CH2:19][CH2:20][N:21]3[CH2:22][CH2:23][CH:24]([NH:27][c:28]4[n:29][c:30]5[c:31]([n:32]4[CH2:33][CH2:34][O:35][CH2:36][CH3:37])[cH:38][cH:39][cH:40][cH:41]5)[CH2:25][CH2:26]3)[CH2:11][CH2:12]2)[cH:42][c:43]([O:50][CH3:51])[c:44]1[OH:45]. Reactants: ClC1=CC(=NC2=CC=CC=C12)C (4-chloro-2-methylquinoline), NCC(CO)O (3-amino-1,2-propandiol), C([O-])([O-])=O.[K+].[K+] (potassium carbonate). Run in O (water). Run at temperature 160 celsius. Product: OC(CNC1=CC(=NC2=CC=CC=C12)C)CO (N-(2,3-dihydroxypropyl)-2-methyl-4-quinolinamine). RXN SMILES: Cl[C:2]1[C:11]2[C:6](=[CH:7][CH:8]=[CH:9][CH:10]=2)[N:5]=[C:4]([CH3:12])[CH:3]=1.[NH2:13][CH2:14][CH:15]([OH:18])[CH2:16][OH:17].C(=O)([O-])[O-].[K+].[K+]>O>[OH:18][CH:15]([CH2:16][OH:17])[CH2:14][NH:13][C:2]1[C:11]2[C:6](=[CH:7][CH:8]=[CH:9][CH:10]=2)[N:5]=[C:4]([CH3:12])[CH:3]=1 |f:2.3.4|. Procedure details: A mixture of 4-chloro-2-methylquinoline (50 g) and 3-amino-1,2-propandiol (51 g) was heated at 160° C. for 1 hour. The mixture while still hot was poured into 700 ml of water. The mixture was saturated with potassium carbonate and cooled in an ice bath, whereupon the product crystallized. It was filtered and recrystallized from ethanol. The yield was 55 g, mp 167°-168° C. Starting materials: CC(C)(C)c1nc(C=CC(=O)COc2ccccc2)nc(C(C)(C)C)c1O, CC(=O)[O-], Cl, NO, [Na+]. RXN SMILES: [CH3:1][C:2]([CH3:3])([CH3:4])[c:5]1[n:6][c:7]([CH:16]=[CH:17][C:18]([CH2:19][O:20][c:21]2[cH:22][cH:23][cH:24][cH:25][cH:26]2)=[O:27])[n:8][c:9]([C:12]([CH3:13])([CH3:14])[CH3:15])[c:10]1[OH:11].[CH3:32][C:33](=[O:34])[O-:35].[ClH:28].[NH2:29][OH:30].[Na+:31]>>[CH3:1][C:2]([CH3:3])([CH3:4])[c:5]1[n:6][c:7]([CH:16]=[CH:17][C:18]([CH2:19][O:20][c:21]2[cH:22][cH:23][cH:24][cH:25][cH:26]2)=[N:29][OH:30])[n:8][c:9]([C:12]([CH3:13])([CH3:14])[CH3:15])[c:10]1[OH:11]. Yields the product CC(C)(C)c1nc(C=CC(COc2ccccc2)=NO)nc(C(C)(C)C)c1O. Reactants: ClCCCCOC1=C(C=C2C(=CC=NC2=C1)OC1=C(C=C(C=C1)C)C(=O)C1=CC=CC=C1)OC ((2-{[7-(4-Chlorobutoxy)-6-methoxy-4-quinolyl]oxy}-5-methylphenyl)(phenyl)methanone), O (water), N1CCC(CC1)CCO (4-piperidine ethanol), C([O-])([O-])=O.[K+].[K+] (potassium carbonate). The solvent is CN(C=O)C (N,N-dimethylformamide). Reaction conditions: temperature 80 celsius, time 8 hour. Product: OCC1CCN(CC1)CCCCOC1=C(C=C2C(=CC=NC2=C1)OC1=C(C=C(C=C1)C)C(=O)C1=CC=CC=C1)OC ({2-[(7-{4-[4-(Hydroxymethyl)piperidino]butoxy}-6-methoxy-4-quinolyl)oxy]-5-methylphenyl}(phenyl)methanone). The yield is 45.8%. RXN SMILES: Cl[CH2:2][CH2:3][CH2:4][CH2:5][O:6][C:7]1[CH:16]=[C:15]2[C:10]([C:11]([O:17][C:18]3[CH:23]=[CH:22][C:21]([CH3:24])=[CH:20][C:19]=3[C:25]([C:27]3[CH:32]=[CH:31][CH:30]=[CH:29][CH:28]=3)=[O:26])=[CH:12][CH:13]=[N:14]2)=[CH:9][C:8]=1[O:33][CH3:34].[NH:35]1[CH2:40][CH2:39][CH:38]([CH2:41]CO)[CH2:37][CH2:36]1.C(=O)([O-])[O-:45].[K+].[K+].O>CN(C)C=O>[OH:45][CH2:41][CH:38]1[CH2:37][CH2:36][N:35]([CH2:2][CH2:3][CH2:4][CH2:5][O:6][C:7]2[CH:16]=[C:15]3[C:10]([C:11]([O:17][C:18]4[CH:23]=[CH:22][C:21]([CH3:24])=[CH:20][C:19]=4[C:25]([C:27]4[CH:32]=[CH:31][CH:30]=[CH:29][CH:28]=4)=[O:26])=[CH:12][CH:13]=[N:14]3)=[CH:9][C:8]=2[O:33][CH3:34])[CH2:40][CH2:39]1 |f:2.3.4|. Procedure: (2-{[7-(4-Chlorobutoxy)-6-methoxy-4-quinolyl]oxy}-5-methylphenyl)(phenyl)methanone (60 mg), 4-piperidine ethanol (45 mg), and potassium carbonate (90 mg) were suspended in N,N-dimethylformamide (2 ml), and the suspension was stirred at 80° C. overnight. The reaction solution was cooled to room temperature, water was then added to the reaction solution, and the mixture was extracted with ethyl acetate. The ethyl acetate layer was then washed with water and saturated brine and was dried over anhyd... Starting materials: [OH-].[Na+] (sodium hydroxide), C1(CCCC1)OC=1C=C(C=CC1OC)CCC1=NNC=C1C(=O)OCC (ethyl 3-[2-(3-cyclopentyloxy-4-methoxyphenyl) ethyl]pyrazole-4-carboxylate), [H-].[Al+3].[Li+].[H-].[H-].[H-] (lithium aluminum hydride), C1CCOC1 (THF). Run in O (water), O (water). Reaction conditions: time 1 hour. The product is CO.C1(CCCC1)OC=1C=C(C=CC1OC)CCC1=NNC=C1 (3-[2-(3-cyclopentyloxy-4-methoxyphenyl)ethyl]pyrazole carbinol). Isolated yield 119.9%. Reaction SMILES: [CH:1]1([O:6][C:7]2[CH:8]=[C:9]([CH2:15][CH2:16][C:17]3[C:21](C(OCC)=O)=[CH:20][NH:19][N:18]=3)[CH:10]=[CH:11][C:12]=2[O:13][CH3:14])[CH2:5][CH2:4][CH2:3][CH2:2]1.[H-].[Al+3].[Li+].[H-].[H-].[H-].C1COCC1.[OH-].[Na+]>O>[CH3:1][OH:6].[CH:1]1([O:6][C:7]2[CH:8]=[C:9]([CH2:15][CH2:16][C:17]3[CH:21]=[CH:20][NH:19][N:18]=3)[CH:10]=[CH:11][C:12]=2[O:13][CH3:14])[CH2:2][CH2:3][CH2:4][CH2:5]1 |f:1.2.3.4.5.6,8.9,11.12|. Procedure: A solution of ethyl 3-[2-(3-cyclopentyloxy-4-methoxyphenyl) ethyl]pyrazole-4-carboxylate (from Example 18), (0.40 g, 1.1 mmol) was stirred overnight with lithium aluminum hydride (0.18 g, 4.7 mmol). THF (25 mL) was added and stirring was continued for 1 hour. The reaction mixture was then treated successively with water (0.2 mL), 15% aqueous sodium hydroxide (0.2 mL) and water (0.6 mL). The inorganic material was filtered and washed and methylene chloride. The organic solutions were combined and... Solvent: C(C)O (ethanol). Run at temperature 80 celsius, time 1 hour. Starting materials: O=C1NC=CC(=C1)CC=1C(NC(NC1)=S)=O (5-(2-oxo-1,2-dihydro-pyridin-4-ylmethyl)-2-thioxo-2,3-dihydro-1H-pyrimidin-4-one), [OH-].[K+] (KOH), CI (MeI). As a reaction SMILES: [O:1]=[C:2]1[CH:7]=[C:6]([CH2:8][C:9]2[C:10](=[O:16])[NH:11][C:12](=[S:15])[NH:13][CH:14]=2)[CH:5]=[CH:4][NH:3]1.[OH-].[K+].[CH3:19]I>C(O)C>[CH3:19][S:15][C:12]1[NH:13][CH:14]=[C:9]([CH2:8][C:6]2[CH:5]=[CH:4][NH:3][C:2](=[O:1])[CH:7]=2)[C:10](=[O:16])[N:11]=1 |f:1.2|. Isolated yield 48.2%. Product: CSC=1NC=C(C(N1)=O)CC1=CC(NC=C1)=O (2-Methylsulfanyl-5-(2-oxo-1,2-dihydro-pyridin-4-ylmethyl)-1H-pyrimidin-4-one). Procedure details: A suspension of 5-(2-oxo-1,2-dihydro-pyridin-4-ylmethyl)-2-thioxo-2,3-dihydro-1H-pyrimidin-4-one (640 mg, 2.72 mmol, 1 eq) and KOH, 85% (1.05 eq, 190 mg) in 15 ml of absolute ethanol was stirred with at 80° C. for 1 hour. In the suspension was then added MeI (1.1 eq, 187 μl) dropwise and the mixture was stirred for another 2 hours. The solvent was then evaporated. In the crude was added 10 ml of water and pH of the solution was adjusted to 5.5-6.5. The precipitate was collected, it was dried and...